Dataset: the Open Reaction Database (ORD), a public repository of structured organic reaction records. Task: describe an organic reaction: reactants, conditions, products, and yield Starting materials: NC1=CC(=C(C=C1F)C(C(=O)OC)C)F (methyl 2-(4-amino-2,5-difluorophenyl)propionate), Br (hydrobromic acid), N(=O)[O-].[Na+] (sodium nitrite), CuBr, S(O)(O)(=O)=O (sulfuric acid). Conditions: temperature 2.5 celsius. Yields the product BrC1=CC(=C(C=C1F)C(C(=O)OC)C)F (methyl 2-(4-bromo-2,5-difluorophenyl)propionate). The yield is 77.6%. Reaction SMILES: N[C:2]1[C:7]([F:8])=[CH:6][C:5]([CH:9]([CH3:14])[C:10]([O:12][CH3:13])=[O:11])=[C:4]([F:15])[CH:3]=1.[BrH:16].N([O-])=O.[Na+].S(=O)(=O)(O)O>>[Br:16][C:2]1[C:7]([F:8])=[CH:6][C:5]([CH:9]([CH3:14])[C:10]([O:12][CH3:13])=[O:11])=[C:4]([F:15])[CH:3]=1 |f:2.3|. Procedure: To a solution of compound (29a) (3.0 g, 13.9 mmol) in 40% hydrobromic acid (8.0 mL, 54.4 mmol), an aqueous solution (17 mL) of sodium nitrite (1.1 g, 15.7 mmol) was added dropwise under stirring at 0 to 5° C. The solution was allowed to reach room temperature. To the solution, CuBr (1.1 g, 11.2 mmol) and 96% sulfuric acid (0.1 mL) were added, and the mixture was refluxed under stirring for 1 hour. After cooling and subsequent extraction with ethyl acetate, the obtained residue was dissolved in m... Starting materials: N1=C(C=CC=C1)OC1=CC=C(C(=O)O)C=C1 (4-(pyridin-2-yloxy)benzoic acid), N,N′-carbonyldiimidazole, [Mg+].C(CC(=O)[O-])(=O)OCC1=CC=CC=C1 (monobenzyl malonate magnesium salt). Run in O1CCCC1 (tetrahydrofuran). The product is O=C(CC(=O)OCC1=CC=CC=C1)C1=CC=C(C=C1)OC1=NC=CC=C1 (benzyl 3-oxo-3-[4-(pyridin-2-yloxy)phenyl]propanoate). Reaction SMILES: [N:1]1[CH:6]=[CH:5][CH:4]=[CH:3][C:2]=1[O:7][C:8]1[CH:16]=[CH:15][C:11]([C:12]([OH:14])=O)=[CH:10][CH:9]=1.[Mg+].[C:18]([O:24][CH2:25][C:26]1[CH:31]=[CH:30][CH:29]=[CH:28][CH:27]=1)(=[O:23])[CH2:19]C([O-])=O>O1CCCC1>[O:14]=[C:12]([C:11]1[CH:10]=[CH:9][C:8]([O:7][C:2]2[CH:3]=[CH:4][CH:5]=[CH:6][N:1]=2)=[CH:16][CH:15]=1)[CH2:19][C:18]([O:24][CH2:25][C:26]1[CH:31]=[CH:30][CH:29]=[CH:28][CH:27]=1)=[O:23] |f:1.2|. Procedure details: To 4-(pyridin-2-yloxy)benzoic acid (20 g, 92.9 mmol) in tetrahydrofuran (300 ml) was added N,N′-carbonyldiimidazole (16.6 g, 102 mmol), and the mixture was heated under reflux for 1 hr. After cooling the reaction solution to room temperature, monobenzyl malonate magnesium salt (21 g, 51.2 mmol) was added, and the mixture was heated under reflux for 2 hrs. The reaction solution was concentrated and the residue was purified by silica gel column chromatography (hexane:ethyl acetate=2:1) to give the... Reported procedure: 1.65 g (72 mmol) sodium are dissolved in 80 mL ethanol. 8.89 g (72 mmol) ethyl acetimidate hydrochloride in 160 mL ethanol are added at ambient temperature and the precipitated sodium chloride is filtered off. The filtrate is combined with 6.00 g (40 mmol) 4-methyl-benzoic acid hydrazide and stirred overnight. The reaction mixture is evaporated down and cooled. The precipitated solid is filtered off and washed with cold ethanol and diethyl ether (5.7 g white solid). A further 1.2 g solid are obt... Reaction conditions: time 8 hour. Reaction SMILES: [Na].Cl.[C:3](=[NH:8])(OCC)[CH3:4].[CH3:9][C:10]1[CH:19]=[CH:18][C:13]([C:14]([NH:16][NH2:17])=[O:15])=[CH:12][CH:11]=1>C(O)C>[NH:8]=[C:3]([N:16]([C:14](=[O:15])[C:13]1[CH:12]=[CH:11][C:10]([CH3:9])=[CH:19][CH:18]=1)[NH2:17])[CH3:4] |f:1.2,^1:0|. Yield: 15.7%. The solvent is C(C)O (ethanol), C(C)O (ethanol). Product: N=C(C)N(N)C(C1=CC=C(C=C1)C)=O (4-methyl-benzoic acid-(1-imino-ethyl)-hydrazide). Reactants: Cl.C(C)(OCC)=N (ethyl acetimidate hydrochloride), [Na] (sodium), CC1=CC=C(C(=O)NN)C=C1 (4-methyl-benzoic acid hydrazide). Run in C1CCOC1 (THF), CCOC(=O)C (EtOAc). The reactants are O1[C@H](COC12CCCCC2)C2=NSC(=N2)NC2=C(C=C(C=N2)SCCC(=O)OC)OC=2C(=NC=CC2)C ((S)-methyl 3-(6-(3-(1,4-dioxaspiro[4.5]decane-2-yl)-1,2,4-thiadiazol-5-ylamino)-5-(2-methylpyridin-3-yloxy)-pyridin-3-ylthio)propanate), CC(C)(C)[O-].[K+] (potassium 2-methylpropan-2-olate), CN(C)C=O (DMF), BrCC1CC1 ((Bromomethyl)cyclopropane). Yields the product C1(CC1)CSC=1C=C(C(=NC1)NC1=NC(=NS1)[C@@H]1OC2(OC1)CCCCC2)OC=2C(=NC=CC2)C ((S)-N-(5-(cyclopropylmethylthio)-3-(2-methylpyridin-3-yloxy)-pyridin-2-yl)-3-(1,4-dioxaspiro[4.5]decane-2-yl)-1,2,4-thiadiazol-5-amine). Procedure: to a solution of (S)-methyl 3-(6-(3-(1,4-dioxaspiro[4.5]decane-2-yl)-1,2,4-thiadiazol-5-ylamino)-5-(2-methylpyridin-3-yloxy)-pyridin-3-ylthio)propanate (0.428 g, 0.787 mmol) in THF (20 mL) was added potassium 2-methylpropan-2-olate (1M in THF, 236 ml, 2.36 mmol) and the reaction was stirred at ambient temperature for 5 minutes. (Bromomethyl)cyclopropane (0.106 g, 0.787 mmol) was added followed by DMF (5 mL) and the reaction was stirred for 1 hour at ambient temperature. The reaction was poured i... Reaction conditions: time 5 minute. As a reaction SMILES: [O:1]1[C:5]2([CH2:10][CH2:9][CH2:8][CH2:7][CH2:6]2)[O:4][CH2:3][C@@H:2]1[C:11]1[N:15]=[C:14]([NH:16][C:17]2[N:22]=[CH:21][C:20]([S:23][CH2:24][CH2:25][C:26](OC)=O)=[CH:19][C:18]=2[O:30][C:31]2[C:32]([CH3:37])=[N:33][CH:34]=[CH:35][CH:36]=2)[S:13][N:12]=1.[CH3:38]C([O-])(C)C.[K+].BrCC1CC1.CN(C=O)C>C1COCC1.CCOC(C)=O>[CH:25]1([CH2:24][S:23][C:20]2[CH:19]=[C:18]([O:30][C:31]3[C:32]([CH3:37])=[N:33][CH:34]=[CH:35][CH:36]=3)[C:17]([NH:16][C:14]3[S:13][N:12]=[C:11]([C@H:2]4[CH2:3][O:4][C:5]5([CH2:6][CH2:7][CH2:8][CH2:9][CH2:10]5)[O:1]4)[N:15]=3)=[N:22][CH:21]=2)[CH2:38][CH2:26]1 |f:1.2|. Isolated yield 74.5%.